Dataset: the Open Reaction Database (ORD), a public repository of structured organic reaction records. Task: describe an organic reaction: reactants, conditions, products, and yield Starting materials: C(C)(=O)Cl (acetyl chloride), Cl.CN1N=CC=2CN(C3=C(NC12)C=C(C=C3)C)C(=O)C3CCC(CC3)CNC(CC3CCNCC3)=O (N-[4-(3,6-dimethyl-4,10-dihydro-3H-2,3,4,9-tetraaza-benzo[f]azulene-9-carbonyl)-cyclohexylmethyl]-2-piperidin-4-yl-acetamide hydrochloride). The solvent is ClCCl (dichloromethane), C(C)N(CC)CC (triethylamine), ClCCl (dichloromethane). Conditions: time 1 hour. The product is C(C)(=O)N1CCC(CC1)CC(=O)NCC1CCC(CC1)C(=O)N1C2=C(NC=3N(N=CC3C1)C)C=C(C=C2)C (2-(1-Acetyl-piperidin-4-yl)-N-[4-(3,6-dimethyl-4,10-dihydro-3H-2,3,4,9-tetraaza-benzo[f]azulene-9-carbonyl)-cyclohexylmethyl]-acetamide). As a reaction SMILES: [C:1](Cl)(=[O:3])[CH3:2].Cl.[CH3:6][N:7]1[C:16]2[NH:15][C:14]3[CH:17]=[C:18]([CH3:21])[CH:19]=[CH:20][C:13]=3[N:12]([C:22]([CH:24]3[CH2:29][CH2:28][CH:27]([CH2:30][NH:31][C:32](=[O:40])[CH2:33][CH:34]4[CH2:39][CH2:38][NH:37][CH2:36][CH2:35]4)[CH2:26][CH2:25]3)=[O:23])[CH2:11][C:10]=2[CH:9]=[N:8]1>ClCCl.C(N(CC)CC)C>[C:1]([N:37]1[CH2:38][CH2:39][CH:34]([CH2:33][C:32]([NH:31][CH2:30][CH:27]2[CH2:26][CH2:25][CH:24]([C:22]([N:12]3[CH2:11][C:10]4[CH:9]=[N:8][N:7]([CH3:6])[C:16]=4[NH:15][C:14]4[CH:17]=[C:18]([CH3:21])[CH:19]=[CH:20][C:13]3=4)=[O:23])[CH2:29][CH2:28]2)=[O:40])[CH2:35][CH2:36]1)(=[O:3])[CH3:2] |f:1.2|. Reported procedure: A solution of acetyl chloride (0.39 mg, 0.005 mmol) in dichloromethane (0.05 ml) was added to a solution of N-[4-(3,6-dimethyl-4,10-dihydro-3H-2,3,4,9-tetraaza-benzo[f]azulene-9-carbonyl)-cyclohexylmethyl]-2-piperidin-4-yl-acetamide hydrochloride from Example E17 (2.57 mg, 0.005 mmol) in dichloromethane (0.05 ml) and triethylamine (0.0035 ml). The mixture was stirred at room temperature for 1 h then solvents were removed in vacuo to yield the title compound. (ESI)+: [M+H]+=521.5